From a dataset of the Open Reaction Database (ORD), a public repository of structured organic reaction records. describe an organic reaction: reactants, conditions, products, and yield The solvent is ClCCl (dichloromethane). The product is ClC1=C(CN(C(C(C(C)=O)CC2=CC=C(C=C2)OCCOC2=C(C=C(C=C2Cl)C)Cl)=O)C2CC2)C=C(C=C1)CCOC (N-[2-Chloro-5-(2-methoxyethyl)benzyl]-N-cyclopropyl-2-{4-[2-(2,6-dichloro-4-methylphenoxy)ethoxy]benzyl}-3-oxobutanamide). Starting materials: ClC1=C(CN(C(C(C(C)O)CC2=CC=C(C=C2)OCCOC2=C(C=C(C=C2Cl)C)Cl)=O)C2CC2)C=C(C=C1)CCOC (N-[2-Chloro-5-(2-methoxyethyl)benzyl]-N-cyclopropyl-2-{4-[2-(2,6-dichloro-4-methylphenoxy)ethoxy]benzyl}-3-hydroxybutanamide), CC(=O)OI1(C=2C=CC=CC2C(=O)O1)(OC(=O)C)OC(=O)C (Dess-Martin periodinane). RXN SMILES: [Cl:1][C:2]1[CH:38]=[CH:37][C:36]([CH2:39][CH2:40][O:41][CH3:42])=[CH:35][C:3]=1[CH2:4][N:5]([CH:32]1[CH2:34][CH2:33]1)[C:6](=[O:31])[CH:7]([CH2:11][C:12]1[CH:17]=[CH:16][C:15]([O:18][CH2:19][CH2:20][O:21][C:22]2[C:27]([Cl:28])=[CH:26][C:25]([CH3:29])=[CH:24][C:23]=2[Cl:30])=[CH:14][CH:13]=1)[CH:8]([OH:10])[CH3:9].CC(OI1(OC(C)=O)(OC(C)=O)OC(=O)C2C=CC=CC1=2)=O>ClCCl>[Cl:1][C:2]1[CH:38]=[CH:37][C:36]([CH2:39][CH2:40][O:41][CH3:42])=[CH:35][C:3]=1[CH2:4][N:5]([CH:32]1[CH2:34][CH2:33]1)[C:6](=[O:31])[CH:7]([CH2:11][C:12]1[CH:17]=[CH:16][C:15]([O:18][CH2:19][CH2:20][O:21][C:22]2[C:27]([Cl:28])=[CH:26][C:25]([CH3:29])=[CH:24][C:23]=2[Cl:30])=[CH:14][CH:13]=1)[C:8](=[O:10])[CH3:9]. Reported procedure: N-[2-Chloro-5-(2-methoxyethyl)benzyl]-N-cyclopropyl-2-{4-[2-(2,6-dichloro-4-methylphenoxy)ethoxy]benzyl}-3-hydroxybutanamide from the previous step (1 eq.) in dichloromethane (0.05 M) was added at 0° C. Dess-Martin periodinane (1.2 eq.). The resulting solution was allowed to warm to RT over 2 h before the reaction was quenched with methanol and diluted with ether. This was then washed sequentially with sat. aq. NaHCO3, water and brine. Drying of the organic layer over MgSO4, filtration and conce... Reactants: CC=CCBr, CCOC(=O)C(NC(C)=O)C(=O)OCC, CCO, [Na]. Product: CC=CCC(NC(C)=O)(C(=O)OCC)C(=O)OCC. As a reaction SMILES: [Br:17][CH2:18][CH:19]=[CH:20][CH3:21].[C:2]([CH3:3])(=[O:4])[NH:5][CH:6]([C:7](=[O:8])[O:9][CH2:10][CH3:11])[C:12](=[O:13])[O:14][CH2:15][CH3:16].[CH3:22][CH2:23][OH:24].[Na:1]>>[C:2]([CH3:3])(=[O:4])[NH:5][C:6]([C:7](=[O:8])[O:9][CH2:10][CH3:11])([C:12](=[O:13])[O:14][CH2:15][CH3:16])[CH2:18][CH:19]=[CH:20][CH3:21]. Reactants: Cl (HCl), FC(C(=O)O)(F)F.C(C)OC(C1=CC=C(C=C1)C=1N=C2SC(=NN2C1)C1=CC=C(C=C1)OCCCC)=O (4-[2-(4-butyloxyphenyl)imidazo[2,1-b]-[1,3,4]thiadiazol-6-yl]benzoic acid ethyl ester trifluoroacetic acid salt), CO (methanol), [OH-].[Na+] (NaOH). Run in O1CCCC1 (tetrahydrofuran). The product is C(CCC)OC1=CC=C(C=C1)C1=NN2C(S1)=NC(=C2)C2=CC=C(C(=O)O)C=C2 (4-[2-(4-butyloxyphenyl)imidazo[2,1-b][1,3,4]thiadiazol-6-yl]benzoic acid). Yield: 102.5%. Reaction SMILES: FC(F)(F)C(O)=O.C([O:10][C:11](=[O:37])[C:12]1[CH:17]=[CH:16][C:15]([C:18]2[N:19]=[C:20]3[N:24]([CH:25]=2)[N:23]=[C:22]([C:26]2[CH:31]=[CH:30][C:29]([O:32][CH2:33][CH2:34][CH2:35][CH3:36])=[CH:28][CH:27]=2)[S:21]3)=[CH:14][CH:13]=1)C.CO.[OH-].[Na+].Cl>O1CCCC1>[CH2:33]([O:32][C:29]1[CH:28]=[CH:27][C:26]([C:22]2[S:21][C:20]3=[N:19][C:18]([C:15]4[CH:16]=[CH:17][C:12]([C:11]([OH:37])=[O:10])=[CH:13][CH:14]=4)=[CH:25][N:24]3[N:23]=2)=[CH:31][CH:30]=1)[CH2:34][CH2:35][CH3:36] |f:0.1,3.4|. Procedure details: To a solution of 4-[2-(4-butyloxyphenyl)imidazo[2,1-b]-[1,3,4]thiadiazol-6-yl]benzoic acid ethyl ester trifluoroacetic acid salt (2.05 g) in the mixture of methanol (41 ml) and tetrahydrofuran (20.5 ml) was added 2N NaOH aq. (19.1 ml) and refluxed for 17 hours. The reaction mixture was adjusted to pH 1-2 with 1N HCl and the resulting precipitate was collected by filtration to give 4-[2-(4-butyloxyphenyl)imidazo[2,1-b][1,3,4]thiadiazol-6-yl]benzoic acid (1.544 g). Reactants: C(=CC)[Mg]Br (1-propenylmagnesium bromide), ClC1=NC=C(C=C1[N+](=O)[O-])I (2-chloro-5-iodo-3-nitro-pyridine). The solvent is O1CCCC1 (tetrahydrofuran). Conditions: time 45 minute. Yields the product ClC=1N=CC(=C2C1NC=C2C)I (7-Chloro-4-iodo-3-methyl-1H-pyrrolo[2,3-c]pyridine). RXN SMILES: [CH:1]([Mg]Br)=[CH:2][CH3:3].[Cl:6][C:7]1[C:12]([N+:13]([O-])=O)=[CH:11][C:10]([I:16])=[CH:9][N:8]=1>O1CCCC1>[Cl:6][C:7]1[N:8]=[CH:9][C:10]([I:16])=[C:11]2[C:2]([CH3:3])=[CH:1][NH:13][C:12]=12. Procedure details: To a solution of 1-propenylmagnesium bromide (0.5M solution in tetrahydrofuran, 264 ml) at 0° C. under nitrogen was added a solution of 2-chloro-5-iodo-3-nitro-pyridine (11 g) in dry tetrahydrofuran (225 ml), dropwise over 45 minutes. After 10 minutes at 0° C. the reaction was quenched with saturated ammonium chloride (300 ml). The mixture was then extracted with ethyl acetate (300 ml) which was dried over magnesium sulphate, filtered and evaporated to give a red oily solid. The residue was trit... Starting materials: CC1=NC2=C(N(C1=O)C1=CC(=CC=C1)NC(C)=O)N=CC=C2 (2-methyl-4-(3-acetamidophenyl)-3-oxo-3,4-dihydropyrido[2,3-b]pyrazine), C([O-])(O)=O.[Na+] (sodium bicarbonate). Solvent: Cl (hydrochloric acid). The product is CC1=NC2=C(N(C1=O)C1=CC(=CC=C1)N)N=CC=C2 (2-methyl-4-(3-aminophenyl)-3-oxo-3,4-dihydropyrido[2,3-b]pyrazine). The yield is 100.4%. As a reaction SMILES: [CH3:1][C:2]1[C:7](=[O:8])[N:6]([C:9]2[CH:14]=[CH:13][CH:12]=[C:11]([NH:15]C(=O)C)[CH:10]=2)[C:5]2[N:19]=[CH:20][CH:21]=[CH:22][C:4]=2[N:3]=1.C(=O)(O)[O-].[Na+]>Cl>[CH3:1][C:2]1[C:7](=[O:8])[N:6]([C:9]2[CH:14]=[CH:13][CH:12]=[C:11]([NH2:15])[CH:10]=2)[C:5]2[N:19]=[CH:20][CH:21]=[CH:22][C:4]=2[N:3]=1 |f:1.2|. Procedure: The suspension of 2-methyl-4-(3-acetamidophenyl)-3-oxo-3,4-dihydropyrido[2,3-b]pyrazine (8.6 g) in 3N hydrochloric acid (50 ml) was refluxed for an hour. The mixture was made basic by sodium bicarbonate (15 g) to obtain 2-methyl-4-(3-aminophenyl)-3-oxo-3,4-dihydropyrido[2,3-b]pyrazine (7.4 g) in yellow powder.